Dataset: the Open Reaction Database (ORD), a public repository of structured organic reaction records. Task: describe an organic reaction: reactants, conditions, products, and yield The reactants are COC=1C=C(C=CC1)C1(CCC2(CC1)OCCO2)C#N (4-(3-methoxyphenyl)-4-cyano-1,1-ethylenedioxy-cyclohexane), [OH-].[K+] (potassium hydroxide), C(C)O (ethanol). The solvent is O (water). Product: COC=1C=C(C=CC1)C1(CCC2(CC1)OCCO2)C(N)=O (4-(3-methoxyphenyl)-4-carbamoyl-1,1-ethylenedioxy-cyclohexane). RXN SMILES: [CH3:1][O:2][C:3]1[CH:4]=[C:5]([C:9]2([C:19]#[N:20])[CH2:14][CH2:13][C:12]3([O:18][CH2:17][CH2:16][O:15]3)[CH2:11][CH2:10]2)[CH:6]=[CH:7][CH:8]=1.[OH-].[K+].C([OH:25])C>O>[CH3:1][O:2][C:3]1[CH:4]=[C:5]([C:9]2([C:19](=[O:25])[NH2:20])[CH2:10][CH2:11][C:12]3([O:15][CH2:16][CH2:17][O:18]3)[CH2:13][CH2:14]2)[CH:6]=[CH:7][CH:8]=1 |f:1.2|. Procedure: A mixture of 3.5 g of 4-(3-methoxyphenyl)-4-cyano-1,1-ethylenedioxy-cyclohexane, 70 ml of 5 % aqueous potassium hydroxide and 70 ml of ethanol is refluxed for 22 hours. After cooling, the mixture is diluted with water, and then extracted with chloroform. The chloroform extract is dried and evaporated to remove solvent. The residue thus obtained is recrystallized from a mixture of ethylacetate and n-hexane. 2.32 g of 4-(3-methoxyphenyl)-4-carbamoyl-1,1-ethylenedioxy-cyclohexane are obtained. M.p.... Starting materials: C[Si](CCOCN(C1=CC(=NC=2N1N=CC2C=2C=NC1=CC=CC=C1C2)C2CCC(CC2)CC(=O)OCC)COCC[Si](C)(C)C)(C)C (ethyl 2-(4-(7-(bis((2-(trimethylsilyl)ethoxy)methyl)amino)-3-(quinolin-3-yl)pyrazolo[1,5-a]pyrimidin-5-yl)cyclohexyl)acetate), C[Si](CCOCN(C1=CC(=NC=2N1N=CC2I)C2CCN(CC2)C(=O)OC(C)(C)C)COCC[Si](C)(C)C)(C)C (tert-butyl 4-(7-(bis((2-(trimethylsilyl)ethoxy)methyl)amino)-3-iodopyrazolo[1,5-a]pyrimidin-5-yl)piperidine-1-carboxylate), C[Si](CCOCN(C1=CC(=NC=2N1N=CC2I)C2CCC(CC2)CC(=O)OCC)COCC[Si](C)(C)C)(C)C (ethyl 2-(4-(7-(bis((2-(trimethylsilyl)ethoxy)methyl)amino)-3-iodopyrazolo[1,5-a]pyrimidin-5-yl)cyclohexyl)acetate). Yields the product C[Si](CCOCN(C1=CC(=NC=2N1N=CC2C=2C=NC1=CC=CC=C1C2)C2CCN(CC2)C(=O)OC(C)(C)C)COCC[Si](C)(C)C)(C)C (tert-Butyl 4-(7-(bis((2-(trimethylsilyl)ethoxy)methyl)amino)-3-(quinolin-3-yl)pyrazolo[1,5-a]pyrimidin-5-yl)piperidine-1-carboxylate). As a reaction SMILES: [CH3:1][Si:2]([CH3:48])([CH3:47])[CH2:3][CH2:4][O:5][CH2:6][N:7]([CH2:39][O:40][CH2:41][CH2:42][Si:43]([CH3:46])([CH3:45])[CH3:44])[C:8]1[N:13]2[N:14]=[CH:15][C:16]([C:17]3[CH:18]=[N:19][C:20]4[C:25]([CH:26]=3)=[CH:24][CH:23]=[CH:22][CH:21]=4)=[C:12]2[N:11]=[C:10]([CH:27]2[CH2:32][CH2:31]C(CC(OCC)=O)[CH2:29][CH2:28]2)[CH:9]=1.C[Si](C)(C)CCOCN(COCC[Si](C)(C)C)C1N2N=CC(I)=C2N=C(C2CC[N:69]([C:72]([O:74][C:75]([CH3:78])([CH3:77])[CH3:76])=[O:73])CC2)C=1.C[Si](C)(C)CCOCN(COCC[Si](C)(C)C)C1N2N=CC(I)=C2N=C(C2CCC(CC(OCC)=O)CC2)C=1>>[CH3:46][Si:43]([CH3:45])([CH3:44])[CH2:42][CH2:41][O:40][CH2:39][N:7]([CH2:6][O:5][CH2:4][CH2:3][Si:2]([CH3:1])([CH3:47])[CH3:48])[C:8]1[N:13]2[N:14]=[CH:15][C:16]([C:17]3[CH:18]=[N:19][C:20]4[C:25]([CH:26]=3)=[CH:24][CH:23]=[CH:22][CH:21]=4)=[C:12]2[N:11]=[C:10]([CH:27]2[CH2:32][CH2:31][N:69]([C:72]([O:74][C:75]([CH3:78])([CH3:77])[CH3:76])=[O:73])[CH2:29][CH2:28]2)[CH:9]=1. Reported procedure: tert-Butyl 4-(7-(bis((2-(trimethylsilyl)ethoxy)methyl)amino)-3-(quinolin-3-yl)pyrazolo[1,5-a]pyrimidin-5-yl)piperidine-1-carboxylate was synthesized in a manner similar to the synthesis of ethyl 2-(4-(7-(bis((2-(trimethylsilyl)ethoxy)methyl)amino)-3-(quinolin-3-yl)pyrazolo[1,5-a]pyrimidin-5-yl)cyclohexyl)acetate, but with tert-butyl 4-(7-(bis((2-(trimethylsilyl)ethoxy)methyl)amino)-3-iodopyrazolo[1,5-a]pyrimidin-5-yl)piperidine-1-carboxylate substituted for ethyl 2-(4-(7-(bis((2-(trimethylsilyl)... Reactants: NC(=O)c1cc2cccc(OCC(O)CCl)c2o1, COc1ccccc1N1CCNCC1, CCO, C1COCCO1. Product: COc1ccccc1N1CCN(CC(O)COc2cccc3cc(C(N)=O)oc23)CC1. Reaction SMILES: [C:1]([NH2:2])(=[O:3])[c:4]1[o:5][c:6]2[c:7]([cH:8]1)[cH:9][cH:10][cH:11][c:12]2[O:13][CH2:14][CH:15]([CH2:16][Cl:17])[OH:18].[CH3:19][O:20][c:21]1[c:22]([N:27]2[CH2:28][CH2:29][NH:30][CH2:31][CH2:32]2)[cH:23][cH:24][cH:25][cH:26]1.[CH3:39][CH2:40][OH:41].[O:33]1[CH2:34][CH2:35][O:36][CH2:37][CH2:38]1>>[C:1]([NH2:2])(=[O:3])[c:4]1[o:5][c:6]2[c:7]([cH:8]1)[cH:9][cH:10][cH:11][c:12]2[O:13][CH2:14][CH:15]([CH2:16][N:30]1[CH2:29][CH2:28][N:27]([c:22]2[c:21]([O:20][CH3:19])[cH:26][cH:25][cH:24][cH:23]2)[CH2:32][CH2:31]1)[OH:18]. Starting materials: ice, CNC(=O)C=1N(C2=CC=C(C=C2C1)Cl)C (5-chloro-1-methyl-1H-indole-2-carboxylic acid methylamide), [H-].[Al+3].[Li+].[H-].[H-].[H-] (lithium aluminum hydride), solution. Run in C1CCOC1 (THF), C1CCOC1 (THF). Product: ClC=1C=C2C=C(N(C2=CC1)C)CNC ((5-Chloro-1-methyl-1H-indol-2-ylmethyl)methylamine). As a reaction SMILES: [CH3:1][NH:2][C:3]([C:5]1[N:6]([CH3:15])[C:7]2[C:12]([CH:13]=1)=[CH:11][C:10]([Cl:14])=[CH:9][CH:8]=2)=O.[H-].[Al+3].[Li+].[H-].[H-].[H-]>C1COCC1>[Cl:14][C:10]1[CH:11]=[C:12]2[C:7](=[CH:8][CH:9]=1)[N:6]([CH3:15])[C:5]([CH2:3][NH:2][CH3:1])=[CH:13]2 |f:1.2.3.4.5.6|. Procedure: To an ice-cold solution of 5-chloro-1-methyl-1H-indole-2-carboxylic acid methylamide (2.12 g, 9.5 mmol) in THF (15 mL) was added lithium aluminum hydride (19 mL of a 1 M solution in THF, 19.0 mmol). Once the addition was complete, the resulting slurry was heated to reflux overnight. The mixture was cooled in an ice bath and carefully quenched by the consecutive addition of water (0.90 mL), 15% aqueous NaOH (0.90 mL) and water (2.5 mL). The resulting mixture was filtered through diatomaceous eart... Reactants: C1COCCN1, O=Cc1ccc(F)cc1, Nc1c2c(nc3ccccc13)CCCC2O, O. The product is Fc1ccc(C2Nc3c4c(nc5ccccc35)CCCC4O2)cc1. As a reaction SMILES: [CH2:26]1[NH:27][CH2:28][CH2:29][O:30][CH2:31]1.[F:17][c:18]1[cH:19][cH:20][c:21]([CH:22]=[O:23])[cH:24][cH:25]1.[NH2:1][c:2]1[c:3]2[cH:4][cH:5][cH:6][cH:7][c:8]2[n:9][c:10]2[c:15]1[CH:14]([OH:16])[CH2:13][CH2:12][CH2:11]2.[OH2:32]>>[NH:1]1[c:2]2[c:3]3[cH:4][cH:5][cH:6][cH:7][c:8]3[n:9][c:10]3[c:15]2[CH:14]([CH2:13][CH2:12][CH2:11]3)[O:16][CH:22]1[c:21]1[cH:20][cH:19][c:18]([F:17])[cH:25][cH:24]1. Reactants: ClC1=CC(=NC(=C1C(=O)OCC)C)Cl (Ethyl 4,6-dichloro-2-methylnicotinate), [H-].C(C(C)C)[Al+]CC(C)C (diisobutylaluminum hydride), C(=O)([O-])C(O)C(O)C(=O)[O-].[K+].[Na+] (sodium potassium tartrate). Solvent: C1CCOC1 (THF). Reaction conditions: temperature 0 celsius, time 3 hour. Product: ClC1=C(C(=NC(=C1)Cl)C)CO ((4,6-dichloro-2-methylpyridin-3-yl)methanol). As a reaction SMILES: [Cl:1][C:2]1[C:7]([C:8](OCC)=[O:9])=[C:6]([CH3:13])[N:5]=[C:4]([Cl:14])[CH:3]=1.[H-].C([Al+]CC(C)C)C(C)C.C(C(C(C([O-])=O)O)O)([O-])=O.[K+].[Na+]>C1COCC1>[Cl:1][C:2]1[CH:3]=[C:4]([Cl:14])[N:5]=[C:6]([CH3:13])[C:7]=1[CH2:8][OH:9] |f:1.2,3.4.5|. Procedure: THF (52.3 mL) was cooled to 0° C. in a dry round bottomed flask under an atmosphere of N2. Ethyl 4,6-dichloro-2-methylnicotinate (4.60 mL, 26.1 mmol) was then added followed by diisobutylaluminum hydride (57.5 mL, 57.5 mmol). The reaction was stirred at 0° C. for 3 h. The reaction was then poured into cold saturated sodium potassium tartrate solution. The mixture was stirred for several hours to allow the precipitate to dissolve, then the aqueous phase was extracted with EtOAc. The organic layer...